From a dataset of the Open Reaction Database (ORD), a public repository of structured organic reaction records. describe an organic reaction: reactants, conditions, products, and yield The reactants are O=C([O-])[O-], [Cs+], [Cs+], CI, Nc1ccc(C(=O)c2ccccc2C(=O)O)cc1[N+](=O)[O-], CN(C)C=O, O. Yields the product COC(=O)c1ccccc1C(=O)c1ccc(N)c([N+](=O)[O-])c1. RXN SMILES: [C:22](=[O:23])([O-:24])[O-:25].[Cs+:26].[Cs+:27].[I:28][CH3:29].[NH2:1][c:2]1[c:3]([N+:19](=[O:20])[O-:21])[cH:4][c:5]([C:8](=[O:9])[c:10]2[c:11]([C:12](=[O:13])[OH:14])[cH:15][cH:16][cH:17][cH:18]2)[cH:6][cH:7]1.[O:31]=[CH:32][N:33]([CH3:34])[CH3:35].[OH2:30]>>[NH2:1][c:2]1[c:3]([N+:19](=[O:20])[O-:21])[cH:4][c:5]([C:8](=[O:9])[c:10]2[c:11]([C:12](=[O:13])[O:14][CH3:22])[cH:15][cH:16][cH:17][cH:18]2)[cH:6][cH:7]1. The reactants are [I-].C[S+](=O)(C)C (trimethylsulfoxonium iodide), [H-].[Na+] (sodium hydride), IC1=NN(C2=CC(=CC=C12)\C=C/1\C(NC2=CC=CC=C12)=O)COCC[Si](C)(C)C ((E)-3-((3-iodo-1-((2-(trimethylsilyl)ethoxy)methyl)-1H-indazol-6-yl)methylene)indolin-2-one). Run in CN(C)C=O (DMF). Reaction conditions: time 8 hour. Product: IC1=NN(C2=CC(=CC=C12)[C@@H]1C[C@@]12C(NC1=CC=CC=C21)=O)COCC[Si](C)(C)C ((1R*,2S*)-2-(3-iodo-1-((2-(trimethylsilyl)ethoxy)methyl)-1H-indazol-6-yl)spiro[cyclo-propane-1,3′-indolin]-2′-one), solid. Isolated yield 66.0%. As a reaction SMILES: [I-].[CH3:2][S+](C)(C)=O.[H-].[Na+].[I:9][C:10]1[C:18]2[C:13](=[CH:14][C:15](/[CH:19]=[C:20]3/[C:21](=[O:29])[NH:22][C:23]4[C:28]/3=[CH:27][CH:26]=[CH:25][CH:24]=4)=[CH:16][CH:17]=2)[N:12]([CH2:30][O:31][CH2:32][CH2:33][Si:34]([CH3:37])([CH3:36])[CH3:35])[N:11]=1>CN(C=O)C>[I:9][C:10]1[C:18]2[C:13](=[CH:14][C:15]([C@H:19]3[C@@:20]4([C:28]5[C:23](=[CH:24][CH:25]=[CH:26][CH:27]=5)[NH:22][C:21]4=[O:29])[CH2:2]3)=[CH:16][CH:17]=2)[N:12]([CH2:30][O:31][CH2:32][CH2:33][Si:34]([CH3:36])([CH3:35])[CH3:37])[N:11]=1 |f:0.1,2.3|. Procedure: To a solution of trimethylsulfoxonium iodide (1.89 g, 8.6 mmol) in anhydrous DMF (40 mL) was added sodium hydride (60% dispersion in oil) (1.03 g, 25.8 mmol) at 0° C. The mixture was stirred for 15 min after which time (E)-3-((3-iodo-1-((2-(trimethylsilyl)ethoxy)methyl)-1H-indazol-6-yl)methylene)indolin-2-one (2.2 g, 4.3 mmol) was added. The solution was stirred overnight at rt. The reaction was quenched with sat. NH4Cl solution (50 mL), extracted with EtOAc (4×100 mL), dried over MgSO4 and conc... Reaction SMILES: [Br:1][C:2]1[CH:7]=[C:6]([NH2:8])[N:5]=[C:4]([NH2:9])[CH:3]=1.C1(C)C=C(C)C=C(C)C=1S(O[NH2:22])(=O)=O.[CH:24](=O)[C:25]1[C:26]([O:31][CH3:32])=[CH:27][CH:28]=[CH:29][CH:30]=1>>[Br:1][C:2]1[CH:7]=[C:6]([NH2:8])[N:5]2[N:22]=[C:24]([C:25]3[CH:30]=[CH:29][CH:28]=[CH:27][C:26]=3[O:31][CH3:32])[N:9]=[C:4]2[CH:3]=1. Reactants: BrC1=CC(=NC(=C1)N)N (4-bromo-pyridine-2,6-diamine), C1(=C(C(=CC(=C1)C)C)S(=O)(=O)ON)C (O-mesitylene-sulfonylhydroxylamine), C(C=1C(=CC=CC1)OC)=O (o-anisaldehyde). Reported procedure: The title compound, MS m/e (%): 321 (M++2, 100), was prepared in accordance with the general method of example 63 from 4-bromo-pyridine-2,6-diamine, O-mesitylene-sulfonylhydroxylamine, and o-anisaldehyde. The purification was performed with reversed phase HPLC eluting with an acetonitrile/water gradient. The product is BrC1=CC=2N(C(=C1)N)N=C(N2)C2=C(C=CC=C2)OC (7-Bromo-2-(2-methoxy-phenyl)-[1,2,4]triazolo[1,5-a]pyridin-5-ylamine).